describe an organic reaction: reactants, conditions, products, and yield From a dataset of the Open Reaction Database (ORD), a public repository of structured organic reaction records. Starting materials: CCCCCC(=O)Cl, C=CCN, C1CCOC1. Yields the product C=CCNC(=O)CCCCC. RXN SMILES: [C:1]([CH2:2][CH2:3][CH2:4][CH2:5][CH3:6])(=[O:7])[Cl:8].[CH2:9]([CH:10]=[CH2:11])[NH2:12].[O:13]1[CH2:14][CH2:15][CH2:16][CH2:17]1>>[C:1]([CH2:2][CH2:3][CH2:4][CH2:5][CH3:6])(=[O:7])[NH:12][CH2:9][CH:10]=[CH2:11]. The reactants are CCc1ccccc1COc1cc(-n2cnc3cnc(CO[Si](C)(C)C(C)(C)C)cc32)sc1C(N)=O, CCCC[N+](CCCC)(CCCC)CCCC, C1CCOC1, [F-]. Product: CCc1ccccc1COc1cc(-n2cnc3cnc(CO)cc32)sc1C(N)=O. RXN SMILES: [C:1]([Si:2]([CH3:3])([CH3:4])[O:6][CH2:7][c:8]1[cH:9][c:10]2[c:11]([cH:12][n:13]1)[n:14][cH:15][n:16]2-[c:17]1[cH:18][c:19]([O:25][CH2:26][c:27]2[c:28]([CH2:33][CH3:34])[cH:29][cH:30][cH:31][cH:32]2)[c:20]([C:22](=[O:23])[NH2:24])[s:21]1)([CH3:5])([CH3:35])[CH3:36].[CH2:38]([N+:39]([CH2:40][CH2:41][CH2:42][CH3:43])([CH2:44][CH2:45][CH2:46][CH3:47])[CH2:48][CH2:49][CH2:50][CH3:51])[CH2:52][CH2:53][CH3:54].[CH2:55]1[O:56][CH2:57][CH2:58][CH2:59]1.[F-:37]>>[OH:6][CH2:7][c:8]1[cH:9][c:10]2[c:11]([cH:12][n:13]1)[n:14][cH:15][n:16]2-[c:17]1[cH:18][c:19]([O:25][CH2:26][c:27]2[c:28]([CH2:33][CH3:34])[cH:29][cH:30][cH:31][cH:32]2)[c:20]([C:22](=[O:23])[NH2:24])[s:21]1.